This data is from the Open Reaction Database (ORD), a public repository of structured organic reaction records. The task is: describe an organic reaction: reactants, conditions, products, and yield The reactants are C=O, CC(=O)O, CO, Sc1ccc(Cl)cc1, COc1cc(C)nc(N)n1. The product is COc1cc(C)nc(NCSc2ccc(Cl)cc2)n1. As a reaction SMILES: [CH2:19]=[O:20].[CH3:21][C:22](=[O:23])[OH:24].[CH3:25][OH:26].[Cl:11][c:12]1[cH:13][cH:14][c:15]([SH:18])[cH:16][cH:17]1.[NH2:1][c:2]1[n:3][c:4]([CH3:10])[cH:5][c:6]([O:8][CH3:9])[n:7]1>>[NH:1]([c:2]1[n:3][c:4]([CH3:10])[cH:5][c:6]([O:8][CH3:9])[n:7]1)[CH2:21][S:18][c:15]1[cH:14][cH:13][c:12]([Cl:11])[cH:17][cH:16]1. Conditions: temperature -78 celsius, time 1 hour. The reactants are [Si](C)(C)(C(C)(C)C)C=1SC=CN1 (2-(tert-butyldimethylsilyl)thiazole), [Li]CCCC (n-BuLi), O=C1CCN(CC1)C(=O)OCC1=CC=CC=C1 (benzyl 4-oxopiperidine-1-carboxylate). The solvent is O1CCCC1 (tetrahydrofuran). Procedure details: Into a 100 mL 3-necked round-bottom flask, was placed a solution of 2-(tert-butyldimethylsilyl)thiazole (1.58 g, 7.94 mmol, 1.00 equiv) in tetrahydrofuran (40 mL). This was followed by the addition of n-BuLi (3.7 mL, 1.20 equiv) dropwise with stirring at −78° C. in 1 hr. After half-hour, the benzyl 4-oxopiperidine-1-carboxylate (1.85 g, 7.94 mmol, 1.00 equiv) was added dropwise with stirring at −78° C. in 0.5 hr. The reaction mixture was stirred for 2 h at −78° C. in a liquid nitrogen bath. The ... RXN SMILES: [Si:1]([C:8]1[S:9][CH:10]=[CH:11][N:12]=1)([C:4]([CH3:7])([CH3:6])[CH3:5])([CH3:3])[CH3:2].[Li]CCCC.[O:18]=[C:19]1[CH2:24][CH2:23][N:22]([C:25]([O:27][CH2:28][C:29]2[CH:34]=[CH:33][CH:32]=[CH:31][CH:30]=2)=[O:26])[CH2:21][CH2:20]1>O1CCCC1>[Si:1]([C:8]1[S:9][C:10]([C:19]2([OH:18])[CH2:20][CH2:21][N:22]([C:25]([O:27][CH2:28][C:29]3[CH:34]=[CH:33][CH:32]=[CH:31][CH:30]=3)=[O:26])[CH2:23][CH2:24]2)=[CH:11][N:12]=1)([C:4]([CH3:7])([CH3:5])[CH3:6])([CH3:2])[CH3:3]. The product is [Si](C)(C)(C(C)(C)C)C=1SC(=CN1)C1(CCN(CC1)C(=O)OCC1=CC=CC=C1)O (benzyl 4-(2-(tert-butyldimethylsilyl)thiazol-5-yl)-4-hydroxypiperidine-1-carboxylate).